This data is from the Open Reaction Database (ORD), a public repository of structured organic reaction records. The task is: describe an organic reaction: reactants, conditions, products, and yield The reactants are ClC=1C=NC=C(C1NC=1NC2=C(N1)C=C(C1=C2CC(O1)(C)C)C(=O)O)Cl (2-[(3,5-dichloropyridin-4-yl)amino]-7,7-dimethyl-7,8-dihydro-1H-furo[3,2-e]benzimidazole-5-carboxylic acid), C(CCCCC)N (n-hexyl amine), F[B-](F)(F)F.N1(N=NC2=C1C=CC=C2)OC(=[N+](C)C)N(C)C (O-(Benzotriazol-1-yl)-N,N,N′,N′-tetramethyluronium tetrafluoroborate), CN1CCOCC1 (N-methyl morpholine). Run in C1CCOC1 (THF), CN(C)C=O (DMF). Yields the product ClC=1C=NC=C(C1NC=1NC2=C(N1)C=C(C1=C2CC(O1)(C)C)C(=O)NCCCCCC)Cl (2-[(3,5-Dichloropyridin-4-yl)amino]-N-hexyl-7,7-dimethyl-7,8-dihydro-1H-furo[3,2-e]benzimidazole-5-carboxamide). Yield: 16.5%. RXN SMILES: [Cl:1][C:2]1[CH:3]=[N:4][CH:5]=[C:6]([Cl:26])[C:7]=1[NH:8][C:9]1[NH:10][C:11]2[C:17]3[CH2:18][C:19]([CH3:22])([CH3:21])[O:20][C:16]=3[C:15]([C:23]([OH:25])=O)=[CH:14][C:12]=2[N:13]=1.F[B-](F)(F)F.[N:32]1(OC(N(C)C)=[N+](C)C)[C:36]2[CH:37]=[CH:38][CH:39]=[CH:40][C:35]=2N=N1.CN1CCOCC1.C(N)CCCCC>C1COCC1.CN(C=O)C>[Cl:1][C:2]1[CH:3]=[N:4][CH:5]=[C:6]([Cl:26])[C:7]=1[NH:8][C:9]1[NH:10][C:11]2[C:17]3[CH2:18][C:19]([CH3:22])([CH3:21])[O:20][C:16]=3[C:15]([C:23]([NH:32][CH2:36][CH2:35][CH2:40][CH2:39][CH2:38][CH3:37])=[O:25])=[CH:14][C:12]=2[N:13]=1 |f:1.2|. Procedure: The title compound was prepared following the procedure as described for Example-1 using 2-[(3,5-dichloropyridin-4-yl)amino]-7,7-dimethyl-7,8-dihydro-1H-furo[3,2-e]benzimidazole-5-carboxylic acid (Intermediate-3, 0.050 g, 0.127 mmol), O-(Benzotriazol-1-yl)-N,N,N′,N′-tetramethyluronium tetrafluoroborate (0.082 g, 0.225 mmol), N-methyl morpholine (0.025 g, 0.247 mmol), DMF (0.5 mL), THF (3.0 mL) and n-hexyl amine (0.026 g, 0.257 mmol) to afford 0.010 g of the desired product. 1HNMR (DMSO-d6): δ 0.... Reactants: C(CCC#C)(=O)O (pent-4-ynoic acid), ClC1=C(C=CC=C1)O (2-chlorophenol). The product is C(CCC#C)(=O)OC1=C(C=CC=C1)Cl (2-chlorophenyl pent-4-ynoate). Isolated yield 87.1%. RXN SMILES: [C:1]([OH:7])(=[O:6])[CH2:2][CH2:3][C:4]#[CH:5].[Cl:8][C:9]1[CH:14]=[CH:13][CH:12]=[CH:11][C:10]=1O>>[C:1]([O:7][C:10]1[CH:11]=[CH:12][CH:13]=[CH:14][C:9]=1[Cl:8])(=[O:6])[CH2:2][CH2:3][C:4]#[CH:5]. Procedure: According to the protocol described in Example 235(B), the reaction between pent-4-ynoic acid (590 mg, 6.0 mmol) and 2-chlorophenol (771 mg, 6.0 mmol) afforded 1.09 g of 2-chlorophenyl pent-4-ynoate (Yield: 87%) as colorless-oil. Starting materials: [BH4-], Br, O=C([O-])O, Cl, CC(N)C(=O)NC(C(=O)O)C1CC(=O)NC1=O, [Na+], [Na+], O. Product: CC(N)C(=O)NC(C(=O)O)C1CC(O)NC1=O. Reaction SMILES: [BH4-:24].[BrH:1].[C:19](=[O:20])([O-:21])[OH:22].[ClH:26].[NH2:2][CH:3]([CH3:4])[C:5](=[O:6])[NH:7][CH:8]([C:9](=[O:10])[OH:11])[CH:12]1[C:13](=[O:18])[NH:14][C:15](=[O:17])[CH2:16]1.[Na+:23].[Na+:25].[OH2:27]>>[NH2:2][CH:3]([CH3:4])[C:5](=[O:6])[NH:7][CH:8]([C:9](=[O:10])[OH:11])[CH:12]1[C:13](=[O:18])[NH:14][CH:15]([OH:17])[CH2:16]1. Reactants: N([C@@H](C)C(=O)N[C@@H](C(C)C)C(=O)OC)C(=O)OC(C)(C)C (Boc-Ala-Val-OMe), [OH-].[Na+] (NaOH). Run in CC(=O)C (acetone). Reaction conditions: temperature 23 celsius, time 2 hour. The product is N([C@@H](C)C(=O)N[C@@H](C(C)C)C(=O)O)C(=O)OC(C)(C)C (Boc-Ala-Val-OH). The yield is 93.5%. Reaction SMILES: [NH:1]([C:15]([O:17][C:18]([CH3:21])([CH3:20])[CH3:19])=[O:16])[C@H:2]([C:4]([NH:6][C@H:7]([C:11]([O:13]C)=[O:12])[CH:8]([CH3:10])[CH3:9])=[O:5])[CH3:3].[OH-].[Na+]>CC(C)=O>[NH:1]([C:15]([O:17][C:18]([CH3:21])([CH3:20])[CH3:19])=[O:16])[C@H:2]([C:4]([NH:6][C@H:7]([C:11]([OH:13])=[O:12])[CH:8]([CH3:10])[CH3:9])=[O:5])[CH3:3] |f:1.2|. Procedure details: Boc-Ala-Val-OMe 53 (1.750 g, 5.79 mmol) was stirred in 40 mL acetone. NaOH solution (8.7 mL of 2.0 M aqueous solution) was added and stirred 2 h at 23° C. Acetone was removed under reduced pressure and the resulting solution was diluted with EtOAc (20 mL). The organic fraction was washed with water (2×20 mL), dried over sodium sulfate, and concentrated in vacuo to yield 1.561 g (99%) product. 1H NMR (CDCl3, 300 MHz) δ 12.28 (br s, 1H), 7.69 (d, J=8.7 Hz, 1H), 6.98 (d, J=7.5 Hz, 1H), 4.15 (dd, J=... Starting materials: CC1(CC2(OCCO2)CC(N1)(C)C)C (7,7,9,9-tetramethyl-1,4-dioxa-8-azaspiro[4.5]decane), O1C(COC2CCC(CC2)C(C)(C)C2CCC(CC2)OCC2CO2)C1 (2,2-bis[4-(2,3-epoxypropoxy)cyclohexyl]propane), solid. Run at temperature 120 celsius. Product: OC(COC1CCC(CC1)C(C)(C)C1CCC(CC1)OCC(CN1C(CC2(OCCO2)CC1(C)C)(C)C)O)CN1C(CC2(OCCO2)CC1(C)C)(C)C (2,2-bis{4-[2-hydroxy-3-(7,7,9,9-tetramethyl-1,4-dioxa-8-azaspiro[4.5]dec-8-yl)propoxy]cyclohexyl}propane). RXN SMILES: [CH3:1][C:2]1([CH3:14])[NH:11][C:10]([CH3:13])([CH3:12])[CH2:9][C:4]2([O:8][CH2:7][CH2:6][O:5]2)[CH2:3]1.[O:15]1[CH2:39][CH:16]1[CH2:17][O:18][CH:19]1[CH2:24][CH2:23][CH:22]([C:25]([CH:28]2[CH2:33][CH2:32][CH:31]([O:34][CH2:35][CH:36]3[O:38][CH2:37]3)[CH2:30][CH2:29]2)([CH3:27])[CH3:26])[CH2:21][CH2:20]1>>[OH:15][CH:16]([CH2:39][N:11]1[C:10]([CH3:13])([CH3:12])[CH2:9][C:4]2([O:5][CH2:6][CH2:7][O:8]2)[CH2:3][C:2]1([CH3:14])[CH3:1])[CH2:17][O:18][CH:19]1[CH2:20][CH2:21][CH:22]([C:25]([CH:28]2[CH2:29][CH2:30][CH:31]([O:34][CH2:35][CH:36]([OH:38])[CH2:37][N:11]3[C:2]([CH3:14])([CH3:1])[CH2:3][C:4]4([O:5][CH2:6][CH2:7][O:8]4)[CH2:9][C:10]3([CH3:13])[CH3:12])[CH2:32][CH2:33]2)([CH3:27])[CH3:26])[CH2:23][CH2:24]1. Reported procedure: A mixture of 8.8 g of 7,7,9,9-tetramethyl-1,4-dioxa-8-azaspiro[4.5]decane and 7.0 g of 2,2-bis[4-(2,3-epoxypropoxy)cyclohexyl]propane was heated at 120° C. for 30 hours. After completion of the reaction, the reaction mixture was purified by column chromatography through silica gel eluted with ethyl acetate. The desired Compound No. 207 was obtained in the form of a pale yellow oil which after being kept at ambient temperature, turned to a solid melting at 48°-50° C. Starting materials: ClCC=1N=C(SC1)C1=CC=C(C=C1)Cl (4-chloromethyl-2-(4-chloro-phenyl)-thiazole), C([O-])([O-])=O.[Cs+].[Cs+] (cesium carbonate), [I-].[K+] (potassium iodide), COC([C@H](CC1=C(C=C(C=C1)O)CC)OCC)=O ((2S)-2-ethoxy-3-(2-ethyl-4-hydroxy-phenyl)-propionic acid methyl ester). Yields the product COC([C@H](CC1=C(C=C(C=C1)OCC=1N=C(SC1)C1=CC=C(C=C1)Cl)CC)OCC)=O ((2S)-3-{4-[2-(4-chloro-phenyl)-thiazol-4-ylmethoxy]-2-ethyl-phenyl}-2-ethoxy-propionic acid methyl ester). RXN SMILES: [CH3:1][O:2][C:3](=[O:18])[C@@H:4]([O:15][CH2:16][CH3:17])[CH2:5][C:6]1[CH:11]=[CH:10][C:9]([OH:12])=[CH:8][C:7]=1[CH2:13][CH3:14].Cl[CH2:20][C:21]1[N:22]=[C:23]([C:26]2[CH:31]=[CH:30][C:29]([Cl:32])=[CH:28][CH:27]=2)[S:24][CH:25]=1.C(=O)([O-])[O-].[Cs+].[Cs+].[I-].[K+]>>[CH3:1][O:2][C:3](=[O:18])[C@@H:4]([O:15][CH2:16][CH3:17])[CH2:5][C:6]1[CH:11]=[CH:10][C:9]([O:12][CH2:20][C:21]2[N:22]=[C:23]([C:26]3[CH:31]=[CH:30][C:29]([Cl:32])=[CH:28][CH:27]=3)[S:24][CH:25]=2)=[CH:8][C:7]=1[CH2:13][CH3:14] |f:2.3.4,5.6|. Reported procedure: In analogy to the procedure described in example 14 b], (2S)-2-ethoxy-3-(2-ethyl-4-hydroxy-phenyl)-propionic acid methyl ester was reacted with 4-chloromethyl-2-(4-chloro-phenyl)-thiazole (example 14 a]) in the presence of cesium carbonate and potassium iodide to yield (2S)-3-{4-[2-(4-chloro-phenyl)-thiazol-4-ylmethoxy]-2-ethyl-phenyl}-2-ethoxy-propionic acid methyl ester as colorless liquid. Starting materials: CC(C)C1COC(=O)N1C(=O)C(CC(=O)N(C)Cc1ccccc1)Cc1ccccc1, CCCCCC, [Li+], C1CCOC1, [OH-], O. Yields the product CN(Cc1ccccc1)C(=O)CC(Cc1ccccc1)C(=O)O. As a reaction SMILES: [CH2:3]([c:4]1[cH:5][cH:6][cH:7][cH:8][cH:9]1)[CH:10]([C:11](=[O:12])[N:13]1[CH:14]([CH:15]([CH3:16])[CH3:17])[CH2:18][O:19][C:20]1=[O:21])[CH2:22][C:23](=[O:24])[N:25]([CH3:26])[CH2:27][c:28]1[cH:29][cH:30][cH:31][cH:32][cH:33]1.[CH3:34][CH2:35][CH2:36][CH2:37][CH2:38][CH3:39].[Li+:1].[O:40]1[CH2:41][CH2:42][CH2:43][CH2:44]1.[OH-:2].[OH2:45]>>[O:2]=[C:11]([CH:10]([CH2:3][c:4]1[cH:5][cH:6][cH:7][cH:8][cH:9]1)[CH2:22][C:23](=[O:24])[N:25]([CH3:26])[CH2:27][c:28]1[cH:29][cH:30][cH:31][cH:32][cH:33]1)[OH:12].